Dataset: the Open Reaction Database (ORD), a public repository of structured organic reaction records. Task: describe an organic reaction: reactants, conditions, products, and yield The reactants are C(CCCCCCCCCC)C1C(NC(N1)=O)=O (5-undecylhydantoin), C1CCOC1 (THF), COCCO[AlH2-]OCCOC.[Na+] (Vitride). Run in C1(=CC=CC=C1)C (toluene). Yields the product C(CCCCCCCCCC)C1NC(NC1)=O (4-undecylimidazolidin-2-one). Yield: 78.1%. As a reaction SMILES: [CH2:1]([CH:12]1[NH:16][C:15](=[O:17])[NH:14][C:13]1=O)[CH2:2][CH2:3][CH2:4][CH2:5][CH2:6][CH2:7][CH2:8][CH2:9][CH2:10][CH3:11].C1COCC1.COCCO[AlH2-]OCCOC.[Na+]>C1(C)C=CC=CC=1>[CH2:1]([CH:12]1[CH2:13][NH:14][C:15](=[O:17])[NH:16]1)[CH2:2][CH2:3][CH2:4][CH2:5][CH2:6][CH2:7][CH2:8][CH2:9][CH2:10][CH3:11] |f:2.3|. Procedure: A dry 250 ml round bottom flask equipped with a nitrogen inlet, reflux condenser and stirring bar was charged with 2.44 g of 5-undecylhydantoin and 100 ml of THF. To this was added dropwise 10 ml of 3.5M Vitride in toluene. After the initial foaming had ceased the reaction mixture was refluxed for 30 hours. The reaction was quenched with saturated sodium sulfate solution and extracted with 3×50 ml of ether. The combined ether extracts were dried, filtered and concentrated. Recrystallization from... Reactants: ClCCl, Cl, NC1CCC(F)(F)CC1, CSc1ncc2c(N)cc(=O)n(C)c2n1, O=C(OO)c1cccc(Cl)c1. Product: Cn1c(=O)cc(N)c2cnc(NC3CCC(F)(F)CC3)nc21. Reaction SMILES: [Cl:37][CH2:38][Cl:39].[ClH:27].[F:28][C:29]1([F:36])[CH2:30][CH2:31][CH:32]([NH2:35])[CH2:33][CH2:34]1.[NH2:1][c:2]1[cH:3][c:4](=[O:15])[n:5]([CH3:14])[c:6]2[n:7][c:8]([S:12][CH3:13])[n:9][cH:10][c:11]12.[OH:16][O:17][C:18]([c:19]1[cH:20][c:21]([Cl:22])[cH:23][cH:24][cH:25]1)=[O:26]>>[NH2:1][c:2]1[cH:3][c:4](=[O:15])[n:5]([CH3:14])[c:6]2[n:7][c:8]([NH:35][CH:32]3[CH2:31][CH2:30][C:29]([F:28])([F:36])[CH2:34][CH2:33]3)[n:9][cH:10][c:11]12. Reactants: CCOC(OCC)P(C)(=O)OCC, [Li]CCCC, CCCCCC, CC(C)NC(C)C, [Cl-], O=[N+]([O-])C=Cc1ccc(F)cc1, [NH4+], C1CCOC1. The product is CCOC(OCC)P(=O)(CC(C[N+](=O)[O-])c1ccc(F)cc1)OCC. RXN SMILES: [CH2:13]([CH3:14])[O:15][P:16](=[O:17])([CH3:18])[CH:19]([O:20][CH2:21][CH3:22])[O:23][CH2:24][CH3:25].[CH2:8]([Li:9])[CH2:10][CH2:11][CH3:12].[CH3:45][CH2:46][CH2:47][CH2:48][CH2:49][CH3:50].[CH:1]([NH:2][CH:3]([CH3:4])[CH3:5])([CH3:6])[CH3:7].[Cl-:38].[F:26][c:27]1[cH:28][cH:29][c:30]([CH:31]=[CH:32][N+:33](=[O:34])[O-:35])[cH:36][cH:37]1.[NH4+:39].[O:40]1[CH2:41][CH2:42][CH2:43][CH2:44]1>>[CH2:13]([CH3:14])[O:15][P:16](=[O:17])([CH2:18][CH:31]([c:30]1[cH:29][cH:28][c:27]([F:26])[cH:37][cH:36]1)[CH2:32][N+:33](=[O:34])[O-:35])[CH:19]([O:20][CH2:21][CH3:22])[O:23][CH2:24][CH3:25]. Starting materials: liquid, N (ammonia), ferric nitrate, C(C)(=O)N1CCC(CC1)=O (N-acetyl-4-piperidone), N (ammonia), ferric nitrate, [Na] (sodium), [Cl-].[NH4+] (ammonium chloride), C#C (acetylene), [Na] (sodium). The solvent is C1CCOC1 (THF), C(Cl)(Cl)Cl (chloroform), CO.ClCCl (methanol dichloromethane), CO.C(Cl)(Cl)Cl (methanol chloroform). Product: C(C)(=O)N1CCC(CC1)(O)C#C (1-Acetyl-4-ethynyl-4-piperidinol). Reaction SMILES: N.[Na].[CH:3]#[CH:4].[C:5]([N:8]1[CH2:13][CH2:12][C:11](=[O:14])[CH2:10][CH2:9]1)(=[O:7])[CH3:6].[Cl-].[NH4+]>C1COCC1.C(Cl)(Cl)Cl.CO.ClCCl.CO.C(Cl)(Cl)Cl>[C:5]([N:8]1[CH2:13][CH2:12][C:11]([C:3]#[CH:4])([OH:14])[CH2:10][CH2:9]1)(=[O:7])[CH3:6] |f:4.5,8.9,10.11,^1:1|. Procedure details: To 350 ml of liquid ammonia was added 0.06 g of ferric nitrate. When the ferric nitrate dissolved, 1.0 g of sodium was added. The mixture was stirred until a black precipitate formed. To the mixture was then added 3.25 g of sodium. The solution was stirred until the mixture turned gray after which acetylene was bubbled through the reaction for 2 hrs. To the mixture was then added 25 g (0.177 mol) of N-acetyl-4-piperidone in 100 ml of dry THF. The mixture was subsequently stirred for 3 hrs. durin...